This data is from the Open Reaction Database (ORD), a public repository of structured organic reaction records. The task is: describe an organic reaction: reactants, conditions, products, and yield The reactants are C(#N)[BH3-].[Na+] (sodium cyanoborohydride), CC(=O)C (acetone), Cl.CO (HCl methanol), C1(=CC=CC=C1)CCC1=NC=2C=CC=C3C(CCN1C23)N (5,6-dihydro-2-(2-phenylethyl)-4H-imidazo[4,5,1-ij]quinolin-6-amine). Run in CO (methanol). Conditions: time 4 day. The product is C1(=CC=CC=C1)CCC1=NC=2C=CC=C3C(CCN1C23)NC(C)C (5,6-dihydro-2-(2-phenylethyl)-6-(2-propylamino)-4H-imidazo[4,5,1-ij]quinoline). Reaction SMILES: [C:1]1([CH2:7][CH2:8][C:9]2[N:19]3[C:20]4[C:15]([CH:16]([NH2:21])[CH2:17][CH2:18]3)=[CH:14][CH:13]=[CH:12][C:11]=4[N:10]=2)[CH:6]=[CH:5][CH:4]=[CH:3][CH:2]=1.[CH3:22][C:23]([CH3:25])=O.Cl.CO.C([BH3-])#N.[Na+]>CO>[C:1]1([CH2:7][CH2:8][C:9]2[N:19]3[C:20]4[C:15]([CH:16]([NH:21][CH:23]([CH3:25])[CH3:22])[CH2:17][CH2:18]3)=[CH:14][CH:13]=[CH:12][C:11]=4[N:10]=2)[CH:6]=[CH:5][CH:4]=[CH:3][CH:2]=1 |f:2.3,4.5|. Procedure: A portion (1.0 g) of 5,6-dihydro-2-(2-phenylethyl)-4H-imidazo[4,5,1-ij]quinolin-6-amine obtained in step 2 of Example 17 was dissolved in methanol (10 mL) and, following the addition of acetone (0.53 mL) and 10% HCl-methanol solution (0.1 mL), the mixture was stirred at room temperature for 4 days. The reaction solution was cooled with ice and, following the addition of sodium cyanoborohydride (0.23 g), the mixture was stirred at room temperature for 24 hrs. The reaction mixture was concentrated... The reactants are CC(=O)O, CC(=O)[O-], CC(=O)[O-], CC(=O)O, CSc1ccc([N+](=O)[O-])cc1, Cc1ccc(S(N)(=O)=O)nc1, ClCCl, O=[IH2]c1ccccc1, [Rh+2]. The product is Cc1ccc(S(=O)(=O)N=S(C)c2ccc([N+](=O)[O-])cc2)nc1. RXN SMILES: [C:1]([OH:2])(=[O:3])[CH3:4].[C:42]([O-:43])(=[O:44])[CH3:45].[C:47]([O-:48])(=[O:49])[CH3:50].[C:5]([OH:6])(=[O:7])[CH3:8].[CH3:17][S:18][c:19]1[cH:20][cH:21][c:22]([N+:25](=[O:26])[O-:27])[cH:23][cH:24]1.[CH3:28][c:29]1[cH:30][cH:31][c:32]([S:35](=[O:36])(=[O:37])[NH2:38])[n:33][cH:34]1.[Cl:39][CH2:40][Cl:41].[IH2:9]([c:10]1[cH:11][cH:12][cH:13][cH:14][cH:15]1)=[O:16].[Rh+2:46]>>[CH3:17][S:18]([c:19]1[cH:20][cH:21][c:22]([N+:25](=[O:26])[O-:27])[cH:23][cH:24]1)=[N:38][S:35]([c:32]1[cH:31][cH:30][c:29]([CH3:28])[cH:34][n:33]1)(=[O:36])=[O:37]. Starting materials: C1(=CC=CC=C1)OC (anisole), FC(C1=C(C(=O)Cl)C=CC=C1)(F)F (2-(trifluoromethyl)benzoyl chloride), FC(S(=O)(=O)[O-])(F)F.[Yb+3].FC(S(=O)(=O)[O-])(F)F.FC(S(=O)(=O)[O-])(F)F (ytterbium(III) trifluoromethanesulfonate). Run in [N+](=O)([O-])C (nitromethane). Reaction conditions: temperature 60 celsius, time 6 hour. The product is COC1=CC=C(C=C1)C(=O)C1=C(C=CC=C1)C(F)(F)F (2-Trifluoromethylphenyl 4-methoxyphenyl ketone). Isolated yield 50.0%. RXN SMILES: [C:1]1([O:7][CH3:8])[CH:6]=[CH:5][CH:4]=[CH:3][CH:2]=1.[F:9][C:10]([F:21])([F:20])[C:11]1[CH:19]=[CH:18][CH:17]=[CH:16][C:12]=1[C:13](Cl)=[O:14].FC(F)(F)S([O-])(=O)=O.[Yb+3].FC(F)(F)S([O-])(=O)=O.FC(F)(F)S([O-])(=O)=O>[N+](C)([O-])=O>[CH3:8][O:7][C:1]1[CH:6]=[CH:5][C:4]([C:13]([C:12]2[CH:16]=[CH:17][CH:18]=[CH:19][C:11]=2[C:10]([F:9])([F:20])[F:21])=[O:14])=[CH:3][CH:2]=1 |f:2.3.4.5|. Procedure details: To commercially available nitromethane (10 ml) were added commercially available anisole (1.081 g), commercially available 2-(trifluoromethyl)benzoyl chloride (2.086 g) and commercially available ytterbium(III) trifluoromethanesulfonate (620 mg), and the admixture was stirred at 60° C. for 6 hours. The reaction mixture was partitioned between water and chloroform, abd the chloroform layer was then dried with anhydrous magnesium sulfate. After removing the solvent by reduced-pressure distillation... Reactants: BrC=1C(=CC(=NC1C#CC1=CC=CC=C1)N)C1=CC=NC=C1 (5-bromo-6-(2-phenylethynyl)-4-(pyridin-4-yl)pyridin-2-amine), N1=CN=CC(=C1)B(O)O (pyrimidine-5-boronic acid), C([O-])([O-])=O.[Na+].[Na+] (sodium carbonate). Reagents/catalysts: C=1C=CC(=CC1)[P](C=2C=CC=CC2)(C=3C=CC=CC3)[Pd]([P](C=4C=CC=CC4)(C=5C=CC=CC5)C=6C=CC=CC6)([P](C=7C=CC=CC7)(C=8C=CC=CC8)C=9C=CC=CC9)[P](C=1C=CC=CC1)(C=1C=CC=CC1)C=1C=CC=CC1 (Tetrakis(triphenylphosphine)palladium(0)). Solvent: C(C)#N (ACN). Conditions: temperature 150 celsius, time 1 hour. Product: C1(=CC=CC=C1)C#CC1=C(C(=CC(=N1)N)C1=CC=NC=C1)C=1C=NC=NC1 (6-(2-phenylethynyl)-4-(pyridin-4-yl)-5-(pyrimidin-5-yl)pyridin-2-amine). Reaction SMILES: Br[C:2]1[C:3]([C:17]2[CH:22]=[CH:21][N:20]=[CH:19][CH:18]=2)=[CH:4][C:5]([NH2:16])=[N:6][C:7]=1[C:8]#[C:9][C:10]1[CH:15]=[CH:14][CH:13]=[CH:12][CH:11]=1.[N:23]1[CH:28]=[C:27](B(O)O)[CH:26]=[N:25][CH:24]=1.C(=O)([O-])[O-].[Na+].[Na+]>C1C=CC([P]([Pd]([P](C2C=CC=CC=2)(C2C=CC=CC=2)C2C=CC=CC=2)([P](C2C=CC=CC=2)(C2C=CC=CC=2)C2C=CC=CC=2)[P](C2C=CC=CC=2)(C2C=CC=CC=2)C2C=CC=CC=2)(C2C=CC=CC=2)C2C=CC=CC=2)=CC=1.C(#N)C>[C:10]1([C:9]#[C:8][C:7]2[N:6]=[C:5]([NH2:16])[CH:4]=[C:3]([C:17]3[CH:22]=[CH:21][N:20]=[CH:19][CH:18]=3)[C:2]=2[C:27]2[CH:28]=[N:23][CH:24]=[N:25][CH:26]=2)[CH:15]=[CH:14][CH:13]=[CH:12][CH:11]=1 |f:2.3.4,^1:41,43,62,81|. Procedure: Tetrakis(triphenylphosphine)palladium(0) (30 mg, 26 μmol) is added to a mixture of 5-bromo-6-(2-phenylethynyl)-4-(pyridin-4-yl)pyridin-2-amine G8 (90 mg, 0.26 mmol), pyrimidine-5-boronic acid (48 mg, 0.39 mmol), sodium carbonate (aqueous solution, 2 mol/l, 0.39 ml, 0.78 mmol) and ACN (2.4 ml) under nitrogen atmosphere at RT and is stirred at 150° C. for 1 h. The mixture is concentrated in vacuo and the product purified by NP chromatography. Yield: 72 mg (80%). HPLC-MS: M+H=350; tR=1.11 min (METH... Starting materials: solution, C[Mg+].[Br-] (MeMgBr), FC(C1=NC=C(C#N)C=C1)(F)F (6-(trifluoromethyl)nicotinonitrile), CCOCC (ether), CCOCC (Et2O). Reaction conditions: time 2 hour. Product: FC(C1=CC=C(C=N1)C(C)=O)(F)F (1-(6-Trifluoromethylpyridin-3-yl)ethanone). Reaction SMILES: C[Mg+].[Br-].[F:4][C:5]([F:15])([F:14])[C:6]1[CH:13]=[CH:12][C:9](C#N)=[CH:8][N:7]=1.CC[O:18][CH2:19][CH3:20]>>[F:4][C:5]([F:15])([F:14])[C:6]1[N:7]=[CH:8][C:9]([C:19](=[O:18])[CH3:20])=[CH:12][CH:13]=1 |f:0.1|. Reported procedure: A 3 M solution of MeMgBr in Et2O (7.2 mmol) was added to a stirred solution of 6-(trifluoromethyl)nicotinonitrile (0.82 g, 4.8 mmol) in ether (16 mL) dropwise over a 30 minute period. The reaction was stirred for 2 hours then the mixture was quenched with aqueous 1N HCl and extracted with Et2O. The organics were combined and washed with brine and dried over anhydrous MgSO4. The solvent was removed in vacuo yielding 530 mg of a brown solid. Reactants: [Cl-].[Cl-].[Cl-].[Cl-].[Zr+4] (Zirconium tetrachloride), C[N-]C.[Li+] (lithium dimethylamide), C[N-]C.[Li+] (lithium dimethylamide). The solvent is C(C)OCC (diethyl ether). Yields the product C[N-]C.C[N-]C.C[N-]C.C[N-]C.[Zr+4] (zirconium tetrakis(dimethylamide)). RXN SMILES: [CH3:1][N-:2][CH3:3].[Li+].[Cl-].[Cl-].[Cl-].[Cl-].[Zr+4:9]>C(OCC)C>[CH3:1][N-:2][CH3:3].[CH3:1][N-:2][CH3:3].[CH3:1][N-:2][CH3:3].[CH3:1][N-:2][CH3:3].[Zr+4:9] |f:0.1,2.3.4.5.6,8.9.10.11.12|. Procedure: The lithium dimethylamide, 0.5 mole, in 250 ml of diethyl ether is chilled in an acetone/dry ice bath to -78° C. Zirconium tetrachloride, 26 g (0.112 mole), is transferred to a solid addition funnel attached to the 1000 ml Schlenk then added over 30 minutes to the magnetically stirred lithium dimethylamide slurry. The mixture is warmed slowly to room temperature then refluxed 1 hour. All volatiles are removed under vacuum at room temperature and the remaining oily solid is extracted twice with 1... The reactants are ClC1=CC=C(C(=O)Cl)C=C1 (p-chlorobenzoyl chloride), Cl (hydrochloric acid), C1(=C(C=CC=C1)NCCCCC(=O)O)C1=CC=CC=C1 (5-[N-(biphenyl-2-yl)amino]valeric acid), acid chloride. The solvent is [OH-].[Na+] (caustic soda), [OH-].[Na+] (caustic soda). The product is ClC1=CC=C(C(=O)N(C2=C(C=CC=C2)C2=CC=CC=C2)CCCCC(=O)O)C=C1 (5-[p-chloro-N-(biphenyl-2-yl)benzamido]valeric acid). RXN SMILES: [C:1]1([C:15]2[CH:20]=[CH:19][CH:18]=[CH:17][CH:16]=2)[CH:6]=[CH:5][CH:4]=[CH:3][C:2]=1[NH:7][CH2:8][CH2:9][CH2:10][CH2:11][C:12]([OH:14])=[O:13].[Cl:21][C:22]1[CH:30]=[CH:29][C:25]([C:26](Cl)=[O:27])=[CH:24][CH:23]=1.Cl>[OH-].[Na+]>[Cl:21][C:22]1[CH:30]=[CH:29][C:25]([C:26]([N:7]([CH2:8][CH2:9][CH2:10][CH2:11][C:12]([OH:14])=[O:13])[C:2]2[CH:3]=[CH:4][CH:5]=[CH:6][C:1]=2[C:15]2[CH:20]=[CH:19][CH:18]=[CH:17][CH:16]=2)=[O:27])=[CH:24][CH:23]=1 |f:3.4|. Procedure details: 5.4 g of 5-[N-(biphenyl-2-yl)amino]valeric acid is dissolved in 40 ml of 0.2 N caustic soda solution. Into the resulting clear solution (while vigorously stirring and constantly controlling the pH) 3.5 g of p-chlorobenzoyl chloride is added, drop by drop, while concurrently adding dilute caustic soda solution in order to maintain the pH at between 7 and 8. After the addition of acid chloride is complete, the solution is stirred for a further 30 minutes at pH 8 and then acidified to pH 3 with dil...